Dataset: the Open Reaction Database (ORD), a public repository of structured organic reaction records. Task: describe an organic reaction: reactants, conditions, products, and yield Run at temperature 105 celsius. Run in C(C)(=O)O (acetic acid). Starting materials: O.O.[Cr](=O)(=O)([O-])O[Cr](=O)(=O)[O-].[Na+].[Na+] (Sodium dichromate dihydrate), NC1=CC(=C(C(=O)N[C@H](C(=O)OC)CCSC)C=C1)CC1=CC=CC=C1 (methyl (2S)-2-(4-amino-2-benzyl-benzoylamino)-4-methylsulfanyl-butyrate), compound 24, BrC1=C(C=CC(=C1)[N+](=O)[O-])C (2-bromo-4-nitro-toluene), S(O)(O)(=O)=O (sulphuric acid). Yield: 27.8%. The product is BrC1=C(C(=O)O)C=CC(=C1)[N+](=O)[O-] (2-bromo-4-nitro-benzoic acid). RXN SMILES: NC1C=CC(C(N[C@@H](CCSC)C(OC)=O)=O)=C(CC2C=CC=CC=2)C=1.[OH2:27].[OH2:28].[Cr](O[Cr]([O-])(=O)=O)([O-])(=O)=O.[Na+].[Na+].[Br:40][C:41]1[CH:46]=[C:45]([N+:47]([O-:49])=[O:48])[CH:44]=[CH:43][C:42]=1[CH3:50].S(=O)(=O)(O)O>C(O)(=O)C>[Br:40][C:41]1[CH:46]=[C:45]([N+:47]([O-:49])=[O:48])[CH:44]=[CH:43][C:42]=1[C:50]([OH:28])=[O:27] |f:1.2.3.4.5|. Reported procedure: Compound 21 used in the preparation of compound 24 was prepared as follows. Sodium dichromate dihydrate (151 gm) was added to glacial acetic acid (575 ml) followed by 2-bromo-4-nitro-toluene (49.7 gm). To this solution was added dropwise sulphuric acid (175 ml) at such a rate to maintain the temperature between. 75-85° C. This mixture was heated to 100-110° C. for 3 h cooled to 50° C. and poured onto ice (1 litre). The aqueous phase was extracted with ethyl acetate, the organic layer back extrac... Reaction conditions: time 20 hour. As a reaction SMILES: [CH2:1](I)[CH2:2][CH3:3].CO[C@@H:7]1[CH2:21][C@H:20]2[C@@H:10]([CH2:11][C:12]3[C:22]4[C:15](=[CH:16][CH:17]=[CH:18][C:19]2=4)[NH:14][CH:13]=3)[NH:9][C:8]1=C=O.[C:25](=[O:28])([O-])[O-:26].[K+].[K+].O.[CH3:32]N(C=O)C>>[CH2:1]([N:9]1[C@H:10]2[C@@H:20]([C:19]3[CH:18]=[CH:17][CH:16]=[C:15]4[C:22]=3[C:12]([CH2:11]2)=[CH:13][NH:14]4)[CH2:21][C@@H:7]([C:25]([O:26][CH3:32])=[O:28])[CH2:8]1)[CH2:2][CH3:3] |f:2.3.4|. Reported procedure: There were added 9 ml of n-propyl iodide to a mixture of 10 g of 8β-methoxy-carbonylergoline and 8.2 g of potassium carbonate in 500 ml of DMF. After 20 hours under stirring at room temperature, the reaction mixture was poured into water and the precipitate was filtered and crystallized from methanol to give 10 g of 6-n-propyl-8β-methoxycarbonylergoline melting at 202°-204° C. Reactants: CO[C@H]1C(N[C@@H]2CC3=CNC4=CC=CC([C@H]2C1)=C34)=C=O (8β-methoxy-carbonylergoline), C([O-])([O-])=O.[K+].[K+] (potassium carbonate), CN(C)C=O (DMF), C(CC)I (n-propyl iodide), O (water). Yields the product C(CC)N1C[C@@H](C[C@@H]2C=3C=CC=C4NC=C(C[C@@H]12)C34)C(=O)OC (6-n-propyl-8β-methoxycarbonylergoline). The reactants are C(C1=CC=CC=C1)N1CCC(CC1)(N1N=CN=C1)C(=O)OCC (Ethyl 1-benzyl-4-(1,2,4-triazol-1-yl)-piperidin-4-yl carboxylate), [H-].[Al+3].[Li+].[H-].[H-].[H-] (lithium aluminium hydride), [OH-].[Na+] (sodium hydroxide), O (water), O (water). Solvent: CCOCC (ether), CCOCC (ether), C1CCOC1 (THF). Conditions: temperature 15 celsius. Product: C(C1=CC=CC=C1)N1CCC(CC1)(N1N=CN=C1)CO (1-Benzyl-4-hydroxymethyl-4-(1,2,4-triazol-1-yl) piperidine). Yield: 79.9%. RXN SMILES: [CH2:1]([N:8]1[CH2:13][CH2:12][C:11]([C:19](OCC)=[O:20])([N:14]2[CH:18]=[N:17][CH:16]=[N:15]2)[CH2:10][CH2:9]1)[C:2]1[CH:7]=[CH:6][CH:5]=[CH:4][CH:3]=1.[H-].[Al+3].[Li+].[H-].[H-].[H-].O.[OH-].[Na+]>CCOCC.C1COCC1>[CH2:1]([N:8]1[CH2:13][CH2:12][C:11]([CH2:19][OH:20])([N:14]2[CH:18]=[N:17][CH:16]=[N:15]2)[CH2:10][CH2:9]1)[C:2]1[CH:7]=[CH:6][CH:5]=[CH:4][CH:3]=1 |f:1.2.3.4.5.6,8.9|. Procedure: A solution of ethyl 1-benzyl-4-(1,2,4-triazol-1-yl)-piperidin-4-ylcarboxylate (D28, 460 mg, 0.00147 mol) in ether (15 ml) was added dropwise to a stirred suspension of lithium aluminium hydride (67 mg, 0.00175 mol) in ether (25 ml) and dry THF (8 ml) at 0° C. under nitrogen. The reaction mixture was allowed to warm to 15° C. over 20 minutes, then treated with water (0.06 ml), followed by 10% sodium hydroxide solution (0.18 ml) and then water (0.06 ml). The grey precipitate was removed by filtrat... The reactants are C(CCC)OC1=C(C=C(C=C1)C1=NC2=CC=CC=C2C(=C1)C(=O)O)OC (2-(4'-butyoxy-3'-methoxyphenyl)quinoline-4-carboxylic acid). The solvent is S(=O)(Cl)Cl (thionyl chloride). Run at temperature 80 celsius, time 0.5 hour. Yields the product C(C)C(CNC(=O)C1=CC(=NC2=CC=CC=C12)C1=CC(=C(C=C1)OCCCC)OC)CCCC (N-(2'-ethylhexyl)-2-(4'-butoxy-3'-methoxyphenyl)quinoline-4-carboxamide). Reaction SMILES: [CH2:1]([O:5][C:6]1[CH:11]=[CH:10][C:9]([C:12]2[CH:21]=[C:20]([C:22]([OH:24])=O)[C:19]3[C:14](=[CH:15][CH:16]=[CH:17][CH:18]=3)[N:13]=2)=[CH:8][C:7]=1[O:25][CH3:26])[CH2:2][CH2:3][CH3:4]>S(Cl)(Cl)=O>[CH2:20]([CH:19]([CH2:18][CH2:17][CH2:16][CH3:15])[CH2:14][NH:13][C:22]([C:20]1[C:19]2[C:14](=[CH:15][CH:16]=[CH:17][CH:18]=2)[N:13]=[C:12]([C:9]2[CH:10]=[CH:11][C:6]([O:5][CH2:1][CH2:2][CH2:3][CH3:4])=[C:7]([O:25][CH3:26])[CH:8]=2)[CH:21]=1)=[O:24])[CH3:21]. Reported procedure: 10.5 g of 2-(4'-butyoxy-3'-methoxyphenyl)quinoline-4-carboxylic acid (prepared as described in Example 7) were dissolved in 50 g of thionyl chloride, and the solution was refluxed for half an hour. The excess thionyl chloride was distilled off under reduced pressure, and the residue was introduced into 50 g of 2-ethylhexylamine with ice-water cooling. The mixture was stirred at 25° C. for 1 hour and at 80° C. for a further half hour. After cooling, 200 ml of methanol were added to dilute the mix... Reactants: C(=O)(O)[O-].[Na+] (NaHCO3), B(Br)(Br)Br (BBr3), C(C)(C)(C)C1=C(C(=C2C(=NC(=NC2=C1)SC)C1=CC(=CC=C1)OC)N)C(=O)N (tert-butyl 5-amino-2-methylthio-4-(3-methoxyphenyl)-quinazoline-6-carboxamide). Solvent: C(Cl)Cl (CH2Cl2), C(Cl)Cl (CH2Cl2), C(Cl)Cl (CH2Cl2). Conditions: time 3 hour. Product: C(C)(C)(C)C1=C(C(=C2C(=NC(=NC2=C1)SC)C1=CC(=CC=C1)O)N)C(=O)N (tert-Butyl 5-amino-2-methylthio-4-(3-hydroxyphenyl)-quinazoline-6-carboxamide). Reaction SMILES: [C:1]([C:5]1[CH:14]=[C:13]2[C:8]([C:9]([C:17]3[CH:22]=[CH:21][CH:20]=[C:19]([O:23]C)[CH:18]=3)=[N:10][C:11]([S:15][CH3:16])=[N:12]2)=[C:7]([NH2:25])[C:6]=1[C:26]([NH2:28])=[O:27])([CH3:4])([CH3:3])[CH3:2].B(Br)(Br)Br.C([O-])(O)=O.[Na+]>C(Cl)Cl>[C:1]([C:5]1[CH:14]=[C:13]2[C:8]([C:9]([C:17]3[CH:22]=[CH:21][CH:20]=[C:19]([OH:23])[CH:18]=3)=[N:10][C:11]([S:15][CH3:16])=[N:12]2)=[C:7]([NH2:25])[C:6]=1[C:26]([NH2:28])=[O:27])([CH3:4])([CH3:2])[CH3:3] |f:2.3|. Procedure: A solution of tert-butyl 5-amino-2-methylthio-4-(3-methoxyphenyl)-quinazoline-6-carboxamide (example 25f, 1.5 g) in dry CH2Cl2 was cooled to 0° C. A solution of BBr3 (1.1 ml) in CH2Cl2 (25 ml) was added dropwise and after the addition was complete, the mixture was stirred for 3 h at room temperature. The mixture was diluted with CH2Cl2 and a saturated aqueous NaHCO3 solution (200 ml) was carefully added. The mixture was vigorously stirred for 1.5 h until all solids dissolved. The aqueous layer w... The reactants are FC1=CC=C(C=C1)C1C(=C(N=C(N1)C)C)C(=O)OCC (Ethyl 6-(4-fluorophenyl)-1,6-dihydro-2,4-dimethyl-5-pyrimidinecarboxylate), [S] (sulfur), S (hydrogen sulfide). Product: FC1=CC=C(C=C1)C1=NC(=NC(=C1C(=O)OCC)C)C (ethyl 4-(4-fluorophenyl)-2,6-dimethyl-5-pyrimidinecarboxylate). Isolated yield 64.8%. As a reaction SMILES: [F:1][C:2]1[CH:7]=[CH:6][C:5]([CH:8]2[NH:13][C:12]([CH3:14])=[N:11][C:10]([CH3:15])=[C:9]2[C:16]([O:18][CH2:19][CH3:20])=[O:17])=[CH:4][CH:3]=1.[S].S>>[F:1][C:2]1[CH:3]=[CH:4][C:5]([C:8]2[C:9]([C:16]([O:18][CH2:19][CH3:20])=[O:17])=[C:10]([CH3:15])[N:11]=[C:12]([CH3:14])[N:13]=2)=[CH:6][CH:7]=1 |^3:20|. Reported procedure: Ethyl 6-(4-fluorophenyl)-1,6-dihydro-2,4-dimethyl-5-pyrimidinecarboxylate (75.7 g, 0.274 mol) and 9.67 g (0.3 mol) of powdered sulfur were heated together at 130°-150° C. for three and one-half hours. After hydrogen sulfide evolution had ceased, the melt was cooled to room temperature and flash chromatographed on silica gel, eluting with 10% ethyl acetate/hexane, to yield 48.7 g of ethyl 4-(4-fluorophenyl)-2,6-dimethyl-5-pyrimidinecarboxylate. Starting materials: COc1ccc2c(c1)c(C=O)cn2CCCCCl, CC#N, [I-], [Na+]. The product is COc1ccc2c(c1)c(C=O)cn2CCCCI. RXN SMILES: [CH3:1][O:2][c:3]1[cH:4][c:5]2[c:6]([CH:17]=[O:18])[cH:7][n:8]([CH2:12][CH2:13][CH2:14][CH2:15][Cl:16])[c:9]2[cH:10][cH:11]1.[CH3:21][C:22]#[N:23].[I-:20].[Na+:19]>>[CH3:1][O:2][c:3]1[cH:4][c:5]2[c:6]([CH:17]=[O:18])[cH:7][n:8]([CH2:12][CH2:13][CH2:14][CH2:15][I:20])[c:9]2[cH:10][cH:11]1. Reaction SMILES: [F:14][c:15]1[cH:16][n:17][cH:18][cH:19][c:20]1-[c:21]1[o:22][c:23]2[c:24]([n:25]1)[cH:26][c:27]([C:30]([F:31])([F:32])[F:33])[cH:28][cH:29]2.[H-:1].[Na+:2].[O:3]=[CH:4][N:5]([CH3:6])[CH3:7].[OH2:34].[OH:8][CH2:9][C:10]([F:11])([F:12])[F:13]>>[O:8]([CH2:9][C:10]([F:11])([F:12])[F:13])[c:15]1[cH:16][n:17][cH:18][cH:19][c:20]1-[c:21]1[o:22][c:23]2[c:24]([n:25]1)[cH:26][c:27]([C:30]([F:31])([F:32])[F:33])[cH:28][cH:29]2. Product: FC(F)(F)COc1cnccc1-c1nc2cc(C(F)(F)F)ccc2o1. Starting materials: Fc1cnccc1-c1nc2cc(C(F)(F)F)ccc2o1, [H-], [Na+], CN(C)C=O, O, OCC(F)(F)F.